Dataset: the Open Reaction Database (ORD), a public repository of structured organic reaction records. Task: describe an organic reaction: reactants, conditions, products, and yield Starting materials: CN(C)C=O, O=C1CCC(=O)N1Cl, CCCCC1Cc2cc(N)c(F)cc2C1=O. The product is CCCCC1Cc2c(cc(F)c(N)c2Cl)C1=O. Reaction SMILES: [CH3:25][N:26]([CH3:27])[CH:28]=[O:29].[Cl:17][N:18]1[C:19](=[O:20])[CH2:21][CH2:22][C:23]1=[O:24].[NH2:1][c:2]1[cH:3][c:4]2[c:8]([cH:9][c:10]1[F:11])[C:7](=[O:12])[CH:6]([CH2:13][CH2:14][CH2:15][CH3:16])[CH2:5]2>>[NH2:1][c:2]1[c:3]([Cl:17])[c:4]2[c:8]([cH:9][c:10]1[F:11])[C:7](=[O:12])[CH:6]([CH2:13][CH2:14][CH2:15][CH3:16])[CH2:5]2. Starting materials: C1=C(C=CC2=CC=CC=C12)C1(CCCC1)C=O (1-Naphthalen-2-yl-cyclopentanecarbaldehyde), ClC1=C(C=C(C=C1)Cl)C1(CCCC1)CO ([1-(2,5-dichlorophenyl)-cyclopentyl]-methanol). Yields the product C1=C(C=CC2=CC=CC=C12)C1(CCCC1)CO ((1-Naphthalen-2-yl-cyclopentyl)-methanol). Yield: 99.0%. As a reaction SMILES: [CH:1]1[C:10]2[C:5](=[CH:6][CH:7]=[CH:8][CH:9]=2)[CH:4]=[CH:3][C:2]=1[C:11]1([CH:16]=[O:17])[CH2:15][CH2:14][CH2:13][CH2:12]1.ClC1C=CC(Cl)=CC=1C1(CO)CCCC1>>[CH:1]1[C:10]2[C:5](=[CH:6][CH:7]=[CH:8][CH:9]=2)[CH:4]=[CH:3][C:2]=1[C:11]1([CH2:16][OH:17])[CH2:15][CH2:14][CH2:13][CH2:12]1. Reported procedure: (1-Naphthalen-2-yl-cyclopentyl)-methanol (213) (22.0 g, crude) was synthesized as a colourless liquid from 1-naphthalen-2-yl-cyclopentanecarbaldehyde (212) (22.0 g, 98.21 mmol) following the procedure described for 1-(2,5-dichlorophenyl)-cyclopentane-methanol (200). The reactants are CC=1C=C(C(=O)N([C@@H](CC2=CC=C(C=C2)C2=CC=NO2)C(=O)O)C)C=C(C1)C (N-(3,5-dimethylbenzoyl)-N-methyl-3-[4-(5-isoxazolyl)-phenyl]-alanine), Cl.COC([C@@H](N)CC1=CNC2=CC=CC=C12)=O ((L)-tryptophane methyl ester hydrochloride), OC1=CC=CC=2NN=NC21 (hydroxybenztriazol), CN(CCCN=C=NCC)C (1-(3-dimethylaminopropyl)-3-ethylcarbodiimide). Run in CN(C=O)C (N,N-dimethylformamide). Product: COC([C@@H](NC([C@H](N(C)C(C1=CC(=CC(=C1)C)C)=O)CC1=CC=C(C=C1)C1=CC=NO1)=O)CC1=CNC2=CC=CC=C12)=O ([N-(3,5-dimethylbenzoyl)-N-methyl-3-[4-(5-isoxazolyl)-phenyl]-(D)-alanyl]-(L)-tryptophane methyl ester). Reaction SMILES: [CH3:1][C:2]1[CH:3]=[C:4]([CH:25]=[C:26]([CH3:28])[CH:27]=1)[C:5]([N:7]([CH3:24])[C@H:8]([C:21]([OH:23])=O)[CH2:9][C:10]1[CH:15]=[CH:14][C:13]([C:16]2[O:20][N:19]=[CH:18][CH:17]=2)=[CH:12][CH:11]=1)=[O:6].Cl.[CH3:30][O:31][C:32](=[O:45])[C@H:33]([CH2:35][C:36]1[C:44]2[C:39](=[CH:40][CH:41]=[CH:42][CH:43]=2)[NH:38][CH:37]=1)[NH2:34].OC1C2N=NNC=2C=CC=1.CN(C)CCCN=C=NCC>CN(C)C=O>[CH3:30][O:31][C:32](=[O:45])[C@H:33]([CH2:35][C:36]1[C:44]2[C:39](=[CH:40][CH:41]=[CH:42][CH:43]=2)[NH:38][CH:37]=1)[NH:34][C:21](=[O:23])[C@@H:8]([CH2:9][C:10]1[CH:15]=[CH:14][C:13]([C:16]2[O:20][N:19]=[CH:18][CH:17]=2)=[CH:12][CH:11]=1)[N:7]([C:5](=[O:6])[C:4]1[CH:3]=[C:2]([CH3:1])[CH:27]=[C:26]([CH3:28])[CH:25]=1)[CH3:24] |f:1.2|. Procedure details: At 0° C., N-(3,5-dimethylbenzoyl)-N-methyl-3-[4-(5-isoxazolyl)-phenyl]-alanine (445 mg) is stirred in N,N-dimethylformamide (24 ml) together with (L)-tryptophane methyl ester hydrochloride (400 mg), hydroxybenztriazol (330 mg), and 1-(3-dimethylaminopropyl)-3-ethylcarbodiimide (0.32 ml) for 1 hour and at ambient temperature over night. After extraction with ethyl acetate and 10% aqueous citric acid the organic phase is washed with 4% aqueous sodium bicarbonate, and with brine, dried and evaporat... Procedure details: A mixture of 2,4,6-trichloropyrimidine 8 (1 g, 5.45 mmol), phenylboronic acid (665 mg, 5.45 mmol), Pd(PPh3)4 (100 mg) and 2N aqueous Na2CO3 (4.1 mL) in 1:1 toluene:EtOH (15 mL) was heated in a microwave at 120° C. for 20 min. The reaction mixture was diluted with EtOAc and washed with H2O and brine. The organic layer was dried over MgSO4 and concentrated in vacuo to give 2,4-dichloro-6-phenylpyrimidine as a solid (1.35 g), which was used without further purification in the next step. RXN SMILES: [Cl:1][C:2]1[N:7]=[C:6]([Cl:8])[CH:5]=[C:4](Cl)[N:3]=1.[C:10]1(B(O)O)[CH:15]=[CH:14][CH:13]=[CH:12][CH:11]=1.C([O-])([O-])=O.[Na+].[Na+].C1(C)C=CC=CC=1>CCOC(C)=O.C1C=CC([P]([Pd]([P](C2C=CC=CC=2)(C2C=CC=CC=2)C2C=CC=CC=2)([P](C2C=CC=CC=2)(C2C=CC=CC=2)C2C=CC=CC=2)[P](C2C=CC=CC=2)(C2C=CC=CC=2)C2C=CC=CC=2)(C2C=CC=CC=2)C2C=CC=CC=2)=CC=1.CCO>[Cl:1][C:2]1[N:7]=[C:6]([Cl:8])[CH:5]=[C:4]([C:10]2[CH:15]=[CH:14][CH:13]=[CH:12][CH:11]=2)[N:3]=1 |f:2.3.4,^1:41,43,62,81|. The solvent is CCOC(=O)C (EtOAc), CCO (EtOH). Starting materials: ClC1=NC(=CC(=N1)Cl)Cl (2,4,6-trichloropyrimidine), C1(=CC=CC=C1)B(O)O (phenylboronic acid), C(=O)([O-])[O-].[Na+].[Na+] (Na2CO3), C1(=CC=CC=C1)C (toluene). Reagents/catalysts: C=1C=CC(=CC1)[P](C=2C=CC=CC2)(C=3C=CC=CC3)[Pd]([P](C=4C=CC=CC4)(C=5C=CC=CC5)C=6C=CC=CC6)([P](C=7C=CC=CC7)(C=8C=CC=CC8)C=9C=CC=CC9)[P](C=1C=CC=CC1)(C=1C=CC=CC1)C=1C=CC=CC1 (Pd(PPh3)4). Yields the product ClC1=NC(=CC(=N1)Cl)C1=CC=CC=C1 (2,4-dichloro-6-phenylpyrimidine). Yield: 110.1%. Reactants: solution, [Li]CCCC (n-BuLi), hexanes, BrC1=CC=C2CCC(C2=C1)=O (6-bromo-2,3-dihydro-1H-inden-1-one). The reagents and catalysts are [Br-].C[P+](C1=CC=CC=C1)(C1=CC=CC=C1)C1=CC=CC=C1 (methyltriphenylphosphonium bromide). The solvent is C1CCOC1 (THF), C1CCOC1 (THF). Reaction conditions: time 1 hour. The product is BrC1=CC=C2CCC(C2=C1)=C (6-bromo-1-methylene-2,3-dihydro-1H-indene). The yield is 62.0%. As a reaction SMILES: [Li][CH2:2]CCC.[Br:6][C:7]1[CH:15]=[C:14]2[C:10]([CH2:11][CH2:12][C:13]2=O)=[CH:9][CH:8]=1>[Br-].C[P+](C1C=CC=CC=1)(C1C=CC=CC=1)C1C=CC=CC=1.C1COCC1>[Br:6][C:7]1[CH:15]=[C:14]2[C:10]([CH2:11][CH2:12][C:13]2=[CH2:2])=[CH:9][CH:8]=1 |f:2.3|. Procedure details: A 2.5 M solution of n-BuLi in hexanes (23.6 mL, 59 mmol) was added dropwise to a 0° C. slurry of methyltriphenylphosphonium bromide (16.8 g, 47.0 mmol) in THF (200 mL). After 1 h, a solution of 6-bromo-2,3-dihydro-1H-inden-1-one (10.0 g, 47.0 mmol) in THF (50 mL) was added to the resulting solution and the reaction cold bath was removed. Upon completion, the reaction was quenched with water (40 mL). The layers were separated and the aqueous layer was extracted with EtOAc (2×40 mL). The combined ... The reactants are CO, Cl, NO, CC1(c2ccccc2)SC(=S)N(Nc2ccccc2)C1=N. The product is CC1(c2ccccc2)SC(=S)N(Nc2ccccc2)C1=NO. As a reaction SMILES: [CH3:25][OH:26].[ClH:22].[NH2:23][OH:24].[NH:1]=[C:2]1[N:3]([NH:15][c:16]2[cH:17][cH:18][cH:19][cH:20][cH:21]2)[C:4](=[S:14])[S:5][C:6]1([c:7]1[cH:8][cH:9][cH:10][cH:11][cH:12]1)[CH3:13]>>[N:1](=[C:2]1[N:3]([NH:15][c:16]2[cH:17][cH:18][cH:19][cH:20][cH:21]2)[C:4](=[S:14])[S:5][C:6]1([c:7]1[cH:8][cH:9][cH:10][cH:11][cH:12]1)[CH3:13])[OH:24]. As a reaction SMILES: [C:44]12([CH2:45][S:46]([OH:47])(=[O:48])=[O:49])[C:50]([CH3:51])([CH3:52])[CH:53]([CH2:54][CH2:55]1)[CH2:56][C:57]2=[O:58].[CH3:59][c:60]1[cH:61][cH:62][cH:63][cH:64][cH:65]1.[CH3:66][CH2:67][OH:68].[F:1][c:2]1[cH:3][cH:4][c:5]([CH2:8][C:9](=[O:10])[N:11]=[C:12]=[S:13])[cH:6][cH:7]1.[NH2:14][c:15]1[cH:16][cH:17][c:18]([O:19][c:20]2[cH:21][c:22]([NH:26][C:27](=[O:28])[N:29]3[CH2:30][CH2:31][CH:32]([N:35]4[CH2:36][CH2:37][CH:38]([OH:41])[CH2:39][CH2:40]4)[CH2:33][CH2:34]3)[n:23][cH:24][cH:25]2)[cH:42][cH:43]1>>[F:1][c:2]1[cH:3][cH:4][c:5]([CH2:8][C:9](=[O:10])[NH:11][C:12](=[S:13])[NH:14][c:15]2[cH:16][cH:17][c:18]([O:19][c:20]3[cH:21][c:22]([NH:26][C:27](=[O:28])[N:29]4[CH2:30][CH2:31][CH:32]([N:35]5[CH2:36][CH2:37][CH:38]([OH:41])[CH2:39][CH2:40]5)[CH2:33][CH2:34]4)[n:23][cH:24][cH:25]3)[cH:42][cH:43]2)[cH:6][cH:7]1. Starting materials: CC1(C)C2CCC1(CS(=O)(=O)O)C(=O)C2, Cc1ccccc1, CCO, O=C(Cc1ccc(F)cc1)N=C=S, Nc1ccc(Oc2ccnc(NC(=O)N3CCC(N4CCC(O)CC4)CC3)c2)cc1. Product: O=C(Cc1ccc(F)cc1)NC(=S)Nc1ccc(Oc2ccnc(NC(=O)N3CCC(N4CCC(O)CC4)CC3)c2)cc1.